The task is: describe an organic reaction: reactants, conditions, products, and yield. This data is from the Open Reaction Database (ORD), a public repository of structured organic reaction records. The reactants are [Li+].[OH-] (LiOH), O=C1NC2=C(CCN1C1CCN(CC1)C(=O)O[C@H](CC1=CC(=C(C(=C1)C)Cl)C)C(=O)OC)C=CC=C2 ((R)-2-(4-chloro-3,5-dimethyl-phenyl)-1-methoxycarbonyl-ethyl 4-(2-oxo-1,2,4,5-tetrahydro-1,3-benzodiazepin-3-yl)-piperidine-1-carboxylate). The solvent is O (water), C1CCOC1 (THF). Conditions: time 1 hour. Product: O=C1NC2=C(CCN1C1CCN(CC1)C(=O)O[C@H](CC1=CC(=C(C(=C1)C)Cl)C)C(=O)O)C=CC=C2 ((R)-1-carboxy-2-(4-chloro-3,5-dimethyl-phenyl)-ethyl 4-(2-oxo-1,2,4,5-tetrahydro-1,3-benzodiazepin-3-yl)-piperidine-1-carboxylate). Reaction SMILES: [Li+].[OH-].[O:3]=[C:4]1[N:10]([CH:11]2[CH2:16][CH2:15][N:14]([C:17]([O:19][C@@H:20]([C:31]([O:33]C)=[O:32])[CH2:21][C:22]3[CH:27]=[C:26]([CH3:28])[C:25]([Cl:29])=[C:24]([CH3:30])[CH:23]=3)=[O:18])[CH2:13][CH2:12]2)[CH2:9][CH2:8][C:7]2[CH:35]=[CH:36][CH:37]=[CH:38][C:6]=2[NH:5]1>O.C1COCC1>[O:3]=[C:4]1[N:10]([CH:11]2[CH2:16][CH2:15][N:14]([C:17]([O:19][C@@H:20]([C:31]([OH:33])=[O:32])[CH2:21][C:22]3[CH:27]=[C:26]([CH3:28])[C:25]([Cl:29])=[C:24]([CH3:30])[CH:23]=3)=[O:18])[CH2:13][CH2:12]2)[CH2:9][CH2:8][C:7]2[CH:35]=[CH:36][CH:37]=[CH:38][C:6]=2[NH:5]1 |f:0.1|. Procedure details: A solution of 150 mg (0.60 mmol) LiOH in 30 mL water was added to a solution of 2.15 g (4.18 mmol) of (R)-2-(4-chloro-3,5-dimethyl-phenyl)-1-methoxycarbonyl-ethyl 4-(2-oxo-1,2,4,5-tetrahydro-1,3-benzodiazepin-3-yl)-piperidine-1-carboxylate in 60 mL THF and the reaction mixture was stirred for 1 h at RT. The mixture was evaporated down in vacuo, the residue was taken up in 100 mL water, acidified with 1 M HCl, the precipitate was filtered and dried in the vacuum drying cupboard at 40° C.